Dataset: the Open Reaction Database (ORD), a public repository of structured organic reaction records. Task: describe an organic reaction: reactants, conditions, products, and yield Starting materials: N#Cc1cnc2ccsc2c1Cl, COc1cc(N)c(Cl)cc1Cl, [H-], [Na+], C1CCOC1. The product is COc1cc(Nc2c(C#N)cnc3ccsc23)c(Cl)cc1Cl. RXN SMILES: [Cl:14][c:15]1[c:16]2[c:17]([n:18][cH:19][c:20]1[C:21]#[N:22])[cH:23][cH:24][s:25]2.[Cl:1][c:2]1[c:3]([NH2:4])[cH:5][c:6]([O:10][CH3:11])[c:7]([Cl:9])[cH:8]1.[H-:12].[Na+:13].[O:26]1[CH2:27][CH2:28][CH2:29][CH2:30]1>>[Cl:1][c:2]1[c:3]([NH:4][c:15]2[c:16]3[c:17]([n:18][cH:19][c:20]2[C:21]#[N:22])[cH:23][cH:24][s:25]3)[cH:5][c:6]([O:10][CH3:11])[c:7]([Cl:9])[cH:8]1. Reactants: [N+](=O)([O-])C=1C=C(C=CC1)C1(C(C1)C(=O)O)C(=O)O (1-(3-nitrophenyl)-1,2-cyclopropanedicarboxylic acid), NC(=O)N (urea). Solvent: C=1(C(=CC=CC1)C)C (xylene). Run at temperature 150 celsius, time 16 hour. Product: [N+](=O)([O-])C=1C=C(C=CC1)C12C(NC(C2C1)=O)=O (1-(3-Nitrophenyl)-3-azabicyclo[3.1.0]hexane-2,4-dione). As a reaction SMILES: [N+:1]([C:4]1[CH:5]=[C:6]([C:10]2([C:16]([OH:18])=O)[CH2:12][CH:11]2[C:13](O)=[O:14])[CH:7]=[CH:8][CH:9]=1)([O-:3])=[O:2].[NH2:19]C(N)=O>C1(C)C(C)=CC=CC=1>[N+:1]([C:4]1[CH:5]=[C:6]([C:10]23[CH2:12][CH:11]2[C:13](=[O:14])[NH:19][C:16]3=[O:18])[CH:7]=[CH:8][CH:9]=1)([O-:3])=[O:2]. Procedure: A mixture of 9.8 g of 1-(3-nitrophenyl)-1,2-cyclopropanedicarboxylic acid and 4.9 g of urea in 250 ml of xylene (mixture of isomers) is stirred for about 16 hours at a bath temperature of about 150° C. The xylene is then evaporated off in vacuo and the residue is partitioned between ethyl acetate and water. The organic phases are combined, dried over MgSO4, filtered, and concentrated in vacuo. Recrystallisation from ethyl acetate/petroleum ether gives the title compound (e) in the form of pale y... Reactants: O (Water), COC(=O)C=1NC2=CC=C(C=C2C1)O (5-Hydroxy-1H-indole-2-carboxylic acid methyl ester), ClC1=NC=C(C=C1)[N+](=O)[O-] (2-chloro-5-nitropyridine), C([O-])([O-])=O.[K+].[K+] (potassium carbonate). Run in CN(C)C=O (DMF). Reaction conditions: temperature 80 celsius, time 18 hour. Product: COC(=O)C=1NC2=CC=C(C=C2C1)OC1=NC=C(C=C1)[N+](=O)[O-] (5-(5-nitropyridin-2-yloxy)-1H-indole-2-carboxylic acid methyl ester). Isolated yield 54.4%. As a reaction SMILES: [CH3:1][O:2][C:3]([C:5]1[NH:6][C:7]2[C:12]([CH:13]=1)=[CH:11][C:10]([OH:14])=[CH:9][CH:8]=2)=[O:4].Cl[C:16]1[CH:21]=[CH:20][C:19]([N+:22]([O-:24])=[O:23])=[CH:18][N:17]=1.C(=O)([O-])[O-].[K+].[K+].O>CN(C=O)C>[CH3:1][O:2][C:3]([C:5]1[NH:6][C:7]2[C:12]([CH:13]=1)=[CH:11][C:10]([O:14][C:16]1[CH:21]=[CH:20][C:19]([N+:22]([O-:24])=[O:23])=[CH:18][N:17]=1)=[CH:9][CH:8]=2)=[O:4] |f:2.3.4|. Procedure details: 5-Hydroxy-1H-indole-2-carboxylic acid methyl ester (0.845 g, 4.42 mmol) and 2-chloro-5-nitropyridine (0.771 g, 4.86 mmol) were dissolved in DMF (5 mL). To the solution was added anhydrous potassium carbonate (0.611 g, 4.42 mmol) and the resulting solution was stirred for 18 hours at 80° C. Water (80 mL) was added to the reaction solution and the mixture was extracted with ethyl acetate (80 mL). The organic layer was washed with brine, dried over anhydrous sodium sulfate and the solvent was remov... Reactants: CCOC(Cc1c(C)cc(OCc2nc(-c3cccc(Cl)c3)oc2C)cc1C)C(=O)OC, [Li+], [OH-]. Yields the product CCOC(Cc1c(C)cc(OCc2nc(-c3cccc(Cl)c3)oc2C)cc1C)C(=O)O. Reaction SMILES: [CH3:1][O:2][C:3]([CH:4]([CH2:5][c:6]1[c:7]([CH3:28])[cH:8][c:9]([O:13][CH2:14][c:15]2[n:16][c:17](-[c:21]3[cH:22][c:23]([Cl:27])[cH:24][cH:25][cH:26]3)[o:18][c:19]2[CH3:20])[cH:10][c:11]1[CH3:12])[O:29][CH2:30][CH3:31])=[O:32].[Li+:34].[OH-:33]>>[O:2]=[C:3]([CH:4]([CH2:5][c:6]1[c:7]([CH3:28])[cH:8][c:9]([O:13][CH2:14][c:15]2[n:16][c:17](-[c:21]3[cH:22][c:23]([Cl:27])[cH:24][cH:25][cH:26]3)[o:18][c:19]2[CH3:20])[cH:10][c:11]1[CH3:12])[O:29][CH2:30][CH3:31])[OH:32]. The yield is 18.3%. Procedure: First, 28 g of 3,6-dimethylpyridazine and 98 g of 3-chloro-4-nitrobenzaldehyde were dissolved in 1.5 liters of acetic anhydride to produce 21 g of 3,6-di(3-chloro-4-nitrostyryl)-pyridazine. The reactants are CC=1N=NC(=CC1)C (3,6-dimethylpyridazine), ClC=1C=C(C=O)C=CC1[N+](=O)[O-] (3-chloro-4-nitrobenzaldehyde). Run in C(C)(=O)OC(C)=O (acetic anhydride). The product is ClC=1C=C(C=CC=2N=NC(=CC2)C=CC2=CC(=C(C=C2)[N+](=O)[O-])Cl)C=CC1[N+](=O)[O-] (3,6-di(3-chloro-4-nitrostyryl)-pyridazine). RXN SMILES: [CH3:1][C:2]1[N:3]=[N:4][C:5]([CH3:8])=[CH:6][CH:7]=1.[Cl:9][C:10]1[CH:11]=[C:12]([CH:15]=[CH:16][C:17]=1[N+:18]([O-:20])=[O:19])[CH:13]=O>C(OC(=O)C)(=O)C>[Cl:9][C:10]1[CH:11]=[C:12]([CH:15]=[CH:16][C:17]=1[N+:18]([O-:20])=[O:19])[CH:13]=[CH:1][C:2]1[N:3]=[N:4][C:5]([CH:8]=[CH:13][C:12]2[CH:15]=[CH:16][C:17]([N+:18]([O-:20])=[O:19])=[C:10]([Cl:9])[CH:11]=2)=[CH:6][CH:7]=1. Reactants: CCOC(=O)c1ccc2cc(CCCCBr)oc2c1, O=C1NC(=O)c2ccccc21, CN(C)C=O, [K], O. Yields the product CCOC(=O)c1ccc2cc(CCCCN3C(=O)c4ccccc4C3=O)oc2c1. Reaction SMILES: [Br:1][CH2:2][CH2:3][CH2:4][CH2:5][c:6]1[o:7][c:8]2[c:9]([cH:10]1)[cH:11][cH:12][c:13]([C:15](=[O:16])[O:17][CH2:18][CH3:19])[cH:14]2.[C:20]1(=[O:30])[c:21]2[c:22]([cH:26][cH:27][cH:28][cH:29]2)[C:23](=[O:25])[NH:24]1.[CH3:33][N:34]([CH3:35])[CH:36]=[O:37].[K:31].[OH2:32]>>[CH2:2]([CH2:3][CH2:4][CH2:5][c:6]1[o:7][c:8]2[c:9]([cH:10]1)[cH:11][cH:12][c:13]([C:15](=[O:16])[O:17][CH2:18][CH3:19])[cH:14]2)[N:24]1[C:20](=[O:30])[c:21]2[c:22]([cH:26][cH:27][cH:28][cH:29]2)[C:23]1=[O:25].